From a dataset of the Open Reaction Database (ORD), a public repository of structured organic reaction records. describe an organic reaction: reactants, conditions, products, and yield Reactants: C(C)(=O)OC1=CC(=C(C=C1)C=1NC2=C(C=NC=C2)N1)OC (2-(4-acetoxy-2-methoxyphenyl)imidazo(4,5-c)pyridine), [OH-].[Na+] (NaOH). Solvent: CO (methanol). Reaction conditions: time 16 hour. The product is OC1=CC(=C(C=C1)C=1NC2=C(C=NC=C2)N1)OC (2-(4-hydroxy-2-methoxyphenyl)imidazo(4,5-c)pyridine). RXN SMILES: C([O:4][C:5]1[CH:10]=[CH:9][C:8]([C:11]2[NH:12][C:13]3[CH:18]=[CH:17][N:16]=[CH:15][C:14]=3[N:19]=2)=[C:7]([O:20][CH3:21])[CH:6]=1)(=O)C.[OH-].[Na+]>CO>[OH:4][C:5]1[CH:10]=[CH:9][C:8]([C:11]2[NH:12][C:13]3[CH:18]=[CH:17][N:16]=[CH:15][C:14]=3[N:19]=2)=[C:7]([O:20][CH3:21])[CH:6]=1 |f:1.2|. Procedure: A mixture of 10 g of 2-(4-acetoxy-2-methoxyphenyl)imidazo(4,5-c)pyridine, 100 ml of methanol and 100 ml of 2N aqueous NaOH solution is allowed to stand at 20° for 16 hours. After the usual work-up, 2-(4-hydroxy-2-methoxyphenyl)imidazo(4,5-c)pyridine is obtained; fumarate, m.p. 255°. The reactants are C1(=CC=CC=C1)[C@H]1[C@@H](C1)C(=O)Cl (trans-2-Phenyl-1-cyclopropanecarbonyl chloride), C1(=CC=CC=C1)[C@H]1[C@@H](C1)C(=O)Cl (trans-2-Phenyl-1-cyclopropanecarbonyl chloride), NC1=C(C=C(C=C1)C1=NN(C2=NC=NC(=C21)N)C2CCN(CC2)C)OC (3-(4-amino-3-methoxyphenyl)-1-(1-methyl-4-piperidyl)-1H-pyrazolo[3,4-d]pyrimidin-4-amine). Run in ClCCl (dichloromethane), N1=CC=CC=C1 (pyridine). Run at time 5 minute. The product is NC1=C2C(=NC=N1)N(N=C2C2=CC(=C(C=C2)NC(=O)[C@H]2[C@@H](C2)C2=CC=CC=C2)OC)C2CCN(CC2)C (N1-{4-[4-Amino-1-(1-methyl-4-piperidyl)-1H-pyrazolo[3,4-d]pyrimidin-3-yl]-2-methoxyphenyl}-trans-2-phenyl-1-cyclopropanecarboxamide). Yield: 88.7%. Reaction SMILES: [C:1]1([C@@H:7]2[CH2:9][C@H:8]2[C:10](Cl)=[O:11])[CH:6]=[CH:5][CH:4]=[CH:3][CH:2]=1.[NH2:13][C:14]1[CH:19]=[CH:18][C:17]([C:20]2[C:28]3[C:23](=[N:24][CH:25]=[N:26][C:27]=3[NH2:29])[N:22]([CH:30]3[CH2:35][CH2:34][N:33]([CH3:36])[CH2:32][CH2:31]3)[N:21]=2)=[CH:16][C:15]=1[O:37][CH3:38]>ClCCl.N1C=CC=CC=1>[NH2:29][C:27]1[N:26]=[CH:25][N:24]=[C:23]2[N:22]([CH:30]3[CH2:35][CH2:34][N:33]([CH3:36])[CH2:32][CH2:31]3)[N:21]=[C:20]([C:17]3[CH:18]=[CH:19][C:14]([NH:13][C:10]([C@@H:8]4[CH2:9][C@H:7]4[C:1]4[CH:6]=[CH:5][CH:4]=[CH:3][CH:2]=4)=[O:11])=[C:15]([O:37][CH3:38])[CH:16]=3)[C:28]=12. Procedure: trans-2-Phenyl-1-cyclopropanecarbonyl chloride (31 mg, 0.170 mmol) in dichloromethane (0.3 mL) was added to a solution of 3-(4-amino-3-methoxyphenyl)-1-(1-methyl-4-piperidyl)-1H-pyrazolo[3,4-d]pyrimidin-4-amine (60 mg, 0.17 mmol) in pyridine (1.2 mL) at 0° C. After 5 minutes, the ice-water bath was removed and the reaction mixture was stirred at room temperature for 1 hours then, more trans-2-Phenyl-1-cyclopropanecarbonyl chloride (15 mg, 0.083 mmol) was added. After 2 hours, the solvent was eva...